This data is from the Open Reaction Database (ORD), a public repository of structured organic reaction records. The task is: describe an organic reaction: reactants, conditions, products, and yield Starting materials: Cl (hydrochloric acid), ClC=1OC(=C(N1)C1=CC=C(C=C1)Cl)CCC(=O)OC (methyl 2-chloro-4-(4-chlorophenyl)-5-oxazolepropionate), NC(=S)N (thiourea), [OH-].[Na+] (sodium hydroxide). Solvent: O (Water), C(C)O (ethanol). The product is ClC1=CC=C(C=C1)C=1NC(OC1CCC(=O)O)=S (3-[4-(4-chlorophenyl)-2-thioxo-4-oxazolin-5-yl]propionic acid). The yield is 100.0%. As a reaction SMILES: Cl[C:2]1[O:3][C:4]([CH2:14][CH2:15][C:16]([O:18]C)=[O:17])=[C:5]([C:7]2[CH:12]=[CH:11][C:10]([Cl:13])=[CH:9][CH:8]=2)[N:6]=1.NC(N)=[S:22].[OH-].[Na+].Cl>O.C(O)C>[Cl:13][C:10]1[CH:11]=[CH:12][C:7]([C:5]2[NH:6][C:2](=[S:22])[O:3][C:4]=2[CH2:14][CH2:15][C:16]([OH:18])=[O:17])=[CH:8][CH:9]=1 |f:2.3|. Procedure details: A mixture of methyl 2-chloro-4-(4-chlorophenyl)-5-oxazolepropionate (5.72 g), thiourea (4.57 g) and ethanol (70 ml) was stirred under reflux for 30 minutes. An aqueous solution of 2N sodium hydroxide (40 ml) was added to the reaction mixture, and stirred under reflux for an additional 30 minutes. Water was added to the reaction mixture, which was then neutralized with 6N hydrochloric acid. The crystals thus precipitated were collected by filtration to obtain 3-[4-(4-chlorophenyl)-2-thioxo-4-oxaz... The reactants are CC=1N=C2N(C(C1C1=CC=C(C#N)C=C1)=O)C=CS2 (4-(7-Methyl-5-oxo-5H-[1,3]thiazolo[3,2-a]pyrimidin-6-yl)benzonitrile), C(C(C)C)OC1=C(C=O)C=CC=C1OC (2-isobutoxy-3-methoxybenzaldehyde), [O-]CC.[Na+] (sodium ethoxide). The product is C(C(C)C)OC1=C(C=CC=C1OC)/C=C/C=1N=C2N(C(C1C1=CC=C(C#N)C=C1)=O)C=CS2 (4-{7-[(E)-2-(2-Isobutoxy-3-methoxyphenyl)-1-ethenyl]-5-oxo-5H-[1,3]thiazolo[3,2-a]-pyrimidin-6-yl}benzonitrile). Yield: 44.5%. As a reaction SMILES: [CH3:1][C:2]1[N:3]=[C:4]2[S:19][CH:18]=[CH:17][N:5]2[C:6](=[O:16])[C:7]=1[C:8]1[CH:15]=[CH:14][C:11]([C:12]#[N:13])=[CH:10][CH:9]=1.[CH2:20]([O:24][C:25]1[C:32]([O:33][CH3:34])=[CH:31][CH:30]=[CH:29][C:26]=1[CH:27]=O)[CH:21]([CH3:23])[CH3:22].[O-]CC.[Na+]>>[CH2:20]([O:24][C:25]1[C:32]([O:33][CH3:34])=[CH:31][CH:30]=[CH:29][C:26]=1/[CH:27]=[CH:1]/[C:2]1[N:3]=[C:4]2[S:19][CH:18]=[CH:17][N:5]2[C:6](=[O:16])[C:7]=1[C:8]1[CH:9]=[CH:10][C:11]([C:12]#[N:13])=[CH:14][CH:15]=1)[CH:21]([CH3:23])[CH3:22] |f:2.3|. Reported procedure: The title compound was prepared by the reaction of Intermediate 4 (350 mg, 1.325 mmol) with 2-isobutoxy-3-methoxybenzaldehyde (409 mg, 1.961 mmol) in presence of sodium ethoxide (178 mg, 2.264 mmol) according to the procedure described in Example 9 to give 270 mg of the desired product as a light yellow solid; 1H NMR (300 MHz, DMSO-d6) δ 1.85 (d, J=3.9 Hz, 4H), 2.03 (d, J=7.8 Hz, 3H), 3.77 (s, 3H), 3.83 (d, J=6.3 Hz, 2H), 6.84 (d, J=15.6 Hz, 1H), 6.95-7.00 (m, 3H), 7.50-7.58 (m, 3H), 7.92-8.04 (...